describe an organic reaction: reactants, conditions, products, and yield From a dataset of the Open Reaction Database (ORD), a public repository of structured organic reaction records. Yields the product CCOC(=O)C.CO.[NH4+].[OH-] (EtOAc MeOH NH4OH), NC(C(=O)N)CC1=CNC2=CC(=CC=C12)C1=CC=C(C=C1)OC1=CC=CC=C1 (2-Amino-3-[6-(4-phenoxyphenyl)-1H-indol-3-yl]propionamide). Reactants: C(C)OC(C(CC1=CNC2=CC(=CC=C12)C1=CC=C(C=C1)OC1=CC=CC=C1)N)=O (2-Amino-3-[6-(4-phenoxyphenyl)-1H-indol-3-yl]propionic acid ethyl ester), N (NH3), CCOC(=O)C (EtOAc). Solvent: O (water). Conditions: temperature 70 celsius, time 16 hour. Procedure details: 2-Amino-3-[6-(4-phenoxyphenyl)-1H-indol-3-yl]propionamide (15) was prepared as follows: A mixture of compound 14 prepared in Example 4 (0.2 g) and NH3 (7N in MeOH, 6 mL, and 28% aqueous, 2 mL) was shaken at 70° C. for 16 hours. EtOAc (40 mL) and water (10 mL) were added to the reaction mixture. The organic layer was separated, concentrated and purified by column (EtOAc/MeOH 10/1, then EtOAc/MeOH/NH4OH 10/2/0.5) to afford compound 15 as a brown solid (0.1 g, 53%): 1H-NMR (400 MHz, CD3OD) δ: 7.6 (... The yield is 53.0%. As a reaction SMILES: [CH2:1]([O:3][C:4](=[O:30])[CH:5]([NH2:29])[CH2:6][C:7]1[C:15]2[C:10](=[CH:11][C:12]([C:16]3[CH:21]=[CH:20][C:19]([O:22][C:23]4[CH:28]=[CH:27][CH:26]=[CH:25][CH:24]=4)=[CH:18][CH:17]=3)=[CH:13][CH:14]=2)[NH:9][CH:8]=1)[CH3:2].[NH3:31].C[CH2:33][O:34]C(C)=O>O>[CH3:2][CH2:1][O:3][C:4]([CH3:5])=[O:30].[CH3:33][OH:34].[NH4+:9].[OH-:3].[NH2:29][CH:5]([CH2:6][C:7]1[C:15]2[C:10](=[CH:11][C:12]([C:16]3[CH:21]=[CH:20][C:19]([O:22][C:23]4[CH:24]=[CH:25][CH:26]=[CH:27][CH:28]=4)=[CH:18][CH:17]=3)=[CH:13][CH:14]=2)[NH:9][CH:8]=1)[C:4]([NH2:31])=[O:3] |f:4.5.6.7|. Starting materials: IC=1C(=NC=CC1OC)N (3-iodo-4-methoxypyridin-2-amine), [H+].[B-](F)(F)(F)F (HBF4), C(=O)([O-])[O-].[Na+].[Na+] (Na2CO3), N(=O)[O-].[Na+] (NaNO2). Run in O (H2O). Conditions: temperature -20 celsius. Product: FC1=NC=CC(=C1I)OC (2-fluoro-3-iodo-4-methoxypyridine). Reaction SMILES: [I:1][C:2]1[C:3](N)=[N:4][CH:5]=[CH:6][C:7]=1[O:8][CH3:9].[H+].[B-](F)(F)(F)[F:13].N([O-])=O.[Na+].C([O-])([O-])=O.[Na+].[Na+]>O>[F:13][C:3]1[C:2]([I:1])=[C:7]([O:8][CH3:9])[CH:6]=[CH:5][N:4]=1 |f:1.2,3.4,5.6.7|. Procedure: To a cold (−20° C.), stirred suspension of the 3-iodo-4-methoxypyridin-2-amine (2.5 g, 10 mmol) in HBF4 (70 mL, 470 mmol) was added an aqueous solution of NaNO2 (1.67 M, 6 mL, 10 mmol) over 20 min. The reaction turned green and then brown in color. The mixture was stirred at 0° C. for 3 h. The reaction was then carefully poured into a cold (0° C.) saturated solution of Na2CO3 (50 g) in H2O (100 mL). The layer was then extracted with EtOAc (×3). The combined organic layers were dried over anhydro... Starting materials: TEA, mixture, [Si](C1=CC=CC=C1)(C1=CC=CC=C1)(C(C)(C)C)OCC=1N=CN(C1)CC=C (4-(tert-Butyldiphenylsilyloxymethyl)-1-(2-propenyl)-1H-imidazole), C[Si](CCOCCl)(C)C (2-trimethylsilylethoxymethyl chloride), C(C)#N (acetonitrile), C[Si](C)(C)CCOCCl (SEMCl). The product is [Si](C1=CC=CC=C1)(C1=CC=CC=C1)(C(C)(C)C)OCC=1N=CN(C1C)COCC[Si](C)(C)C (4-(tert-butyldiphenylsilyloxymethyl)-5-methyl-1-(2-trimethylsilylethoxymethyl)-1H-imidazole), [Si](C1=CC=CC=C1)(C1=CC=CC=C1)(C(C)(C)C)OCC1=C(N=CN1COCC[Si](C)(C)C)C (5-(tert-butyldiphenylsilyloxymethyl)-4-methyl-1-(2-trimethylsilylethoxymethyl)-1H-imidazole). Reaction SMILES: [Si:1]([O:18][CH2:19][C:20]1[N:21]=[CH:22][N:23]([CH2:25]C=C)[CH:24]=1)([C:14]([CH3:17])([CH3:16])[CH3:15])([C:8]1[CH:13]=[CH:12][CH:11]=[CH:10][CH:9]=1)[C:2]1[CH:7]=[CH:6][CH:5]=[CH:4][CH:3]=1.[CH3:28][Si:29]([CH3:36])([CH3:35])[CH2:30][CH2:31][O:32][CH2:33]Cl.[C:37](#N)C>>[Si:1]([O:18][CH2:19][C:20]1[N:21]=[CH:22][N:23]([CH2:25][O:32][CH2:31][CH2:30][Si:29]([CH3:36])([CH3:35])[CH3:28])[C:24]=1[CH3:37])([C:14]([CH3:16])([CH3:17])[CH3:15])([C:2]1[CH:3]=[CH:4][CH:5]=[CH:6][CH:7]=1)[C:8]1[CH:13]=[CH:12][CH:11]=[CH:10][CH:9]=1.[Si:1]([O:18][CH2:19][C:20]1[N:21]([CH2:33][O:32][CH2:31][CH2:30][Si:29]([CH3:36])([CH3:35])[CH3:28])[CH:22]=[N:23][C:24]=1[CH3:37])([C:14]([CH3:16])([CH3:17])[CH3:15])([C:8]1[CH:13]=[CH:12][CH:11]=[CH:10][CH:9]=1)[C:2]1[CH:7]=[CH:6][CH:5]=[CH:4][CH:3]=1. Reported procedure: The mixture (35.4 g) obtained in (1) was dissolved in acetonitrile (500 mL), followed by addition of TEA (37.8 mL) and then 2-trimethylsilylethoxymethyl chloride (hereinafter, also referred to as SEMCl) (21.4 mL) while stirring under ice cooling, followed by stirring at 70° C. for 12 hours. The reaction mixture was allowed to cool to room temperature, and the solvent was distilled off under reduced pressure. The residue was diluted with ethyl acetate, subsequently washed with saturated brine, an... Starting materials: FC1=CC=C2C=CNC2=C1 (6-fluoro-1H-indole), FC=1C=C(C=CC1)[C@@H]1[C@H](O1)CO ([(2R,3R)-3-(3-fluorophenyl)oxiran-2-yl]methanol). Procedure: In an analogous manner to EXAMPLE 117, step 5. (2S,3S)-3-(6-fluoro-1H-indol-1-yl)-3-(3-fluorophenyl)propane-1,2-diol was prepared from 6-fluoro-1H-indole and [(2R,3R)-3-(3-fluorophenyl)oxiran-2-yl]methanol (EXAMPLE 47 step 3). MS (ESI) m/z 304. As a reaction SMILES: [F:1][C:2]1[CH:10]=[C:9]2[C:5]([CH:6]=[CH:7][NH:8]2)=[CH:4][CH:3]=1.[F:11][C:12]1[CH:13]=[C:14]([C@H:18]2[O:20][C@@H:19]2[CH2:21][OH:22])[CH:15]=[CH:16][CH:17]=1>>[F:1][C:2]1[CH:10]=[C:9]2[C:5]([CH:6]=[CH:7][N:8]2[C@@H:18]([C:14]2[CH:15]=[CH:16][CH:17]=[C:12]([F:11])[CH:13]=2)[C@H:19]([OH:20])[CH2:21][OH:22])=[CH:4][CH:3]=1. The product is FC1=CC=C2C=CN(C2=C1)[C@H]([C@@H](CO)O)C1=CC(=CC=C1)F ((2S,3S)-3-(6-fluoro-1H-indol-1-yl)-3-(3-fluorophenyl)propane-1,2-diol).